Dataset: the Open Reaction Database (ORD), a public repository of structured organic reaction records. Task: describe an organic reaction: reactants, conditions, products, and yield Reactants: BrCC(=O)[C@H]1N(C[C@@H](C1)OS(=O)(=O)C)C(=O)OCC1=CC=C(C=C1)[N+](=O)[O-] ((2S, 4R)-2-bromoacetyl-4-methanesulfonyloxy-1- (4-nitrobenzyloxycarbonyl)pyrrolidine), C(C)(=O)OCC (ethyl acetate), C(C)(C)(C)OC(=O)NCC(=S)N (2-(N-t-butoxycarbonylamino)thioacetamide). Solvent: CO (methanol), ClCCl (dichloromethane). Conditions: time 12 hour. Yields the product C(C)(C)(C)OC(=O)NCC=1SC=C(N1)[C@H]1N(C[C@@H](C1)OS(=O)(=O)C)C(=O)OCC1=CC=C(C=C1)[N+](=O)[O-] ((2S,4R)-2-[2-(N-t-butoxycarbonylamino) methylthiazol-4-yl]-4-methanesulfonyloxy-1- (4-nitrobenzyloxycarbonyl)pyrrolidine). The yield is 40.5%. As a reaction SMILES: Br[CH2:2][C:3]([C@@H:5]1[CH2:9][C@@H:8]([O:10][S:11]([CH3:14])(=[O:13])=[O:12])[CH2:7][N:6]1[C:15]([O:17][CH2:18][C:19]1[CH:24]=[CH:23][C:22]([N+:25]([O-:27])=[O:26])=[CH:21][CH:20]=1)=[O:16])=O.[C:28]([O:32][C:33]([NH:35][CH2:36][C:37]([NH2:39])=[S:38])=[O:34])([CH3:31])([CH3:30])[CH3:29].C(OCC)(=O)C>CO.ClCCl>[C:28]([O:32][C:33]([NH:35][CH2:36][C:37]1[S:38][CH:2]=[C:3]([C@@H:5]2[CH2:9][C@@H:8]([O:10][S:11]([CH3:14])(=[O:13])=[O:12])[CH2:7][N:6]2[C:15]([O:17][CH2:18][C:19]2[CH:20]=[CH:21][C:22]([N+:25]([O-:27])=[O:26])=[CH:23][CH:24]=2)=[O:16])[N:39]=1)=[O:34])([CH3:31])([CH3:29])[CH3:30]. Procedure details: To a solution of (2S, 4R)-2-bromoacetyl-4-methanesulfonyloxy-1- (4-nitrobenzyloxycarbonyl)pyrrolidine (20 g) in a mixture of methanol (200 ml) and dichloromethane (200 ml) was added 2-(N-t-butoxycarbonylamino)thioacetamide (20 g) at room temperature. After stirring at ambient temperature for 12 hours, the mixture was poured into ethyl acetate, washed with saturated sodium bicarbonate and brine successively. The dried organic layer was evaporated, and the obtained oil was subjected to a column ch... Reactants: NC[C@@H]1[C@H]2C[C@H]2CN1C(=O)C=1N=C(SC1C=1C=C(C=CC1)C)C (((1S,2S,5R)-2-Aminomethyl-3-aza-bicyclo[3.1.0]hex-3-yl)-(2-methyl-5-m-tolyl-thiazol-4-yl)-methanone), CN1CCOC2=C1C=CC=C2C(=O)O (4-Methyl-3,4-dihydro-2H-benzo[1,4]oxazine-8-carboxylic acid). Yields the product CC=1SC(=C(N1)C(=O)N1[C@@H]([C@H]2C[C@H]2C1)CNC(=O)C1=CC=CC=2N(CCOC21)C)C=2C=C(C=CC2)C (4-Methyl-3,4-dihydro-2H-benzo[1,4]oxazine-8-carboxylic Acid[(1S,2S,5R)-3-(2-methyl-5-m-tolyl-thiazole-4-carbonyl)-3-aza-bicyclo[3.1.0]hex-2-ylmethyl]-amide). As a reaction SMILES: [NH2:1][CH2:2][C@H:3]1[N:8]([C:9]([C:11]2[N:12]=[C:13]([CH3:23])[S:14][C:15]=2[C:16]2[CH:17]=[C:18]([CH3:22])[CH:19]=[CH:20][CH:21]=2)=[O:10])[CH2:7][C@H:6]2[C@@H:4]1[CH2:5]2.[CH3:24][N:25]1[C:30]2[CH:31]=[CH:32][CH:33]=[C:34]([C:35](O)=[O:36])[C:29]=2[O:28][CH2:27][CH2:26]1>>[CH3:23][C:13]1[S:14][C:15]([C:16]2[CH:17]=[C:18]([CH3:22])[CH:19]=[CH:20][CH:21]=2)=[C:11]([C:9]([N:8]2[CH2:7][C@H:6]3[C@H:4]([CH2:5]3)[C@H:3]2[CH2:2][NH:1][C:35]([C:34]2[C:29]3[O:28][CH2:27][CH2:26][N:25]([CH3:24])[C:30]=3[CH:31]=[CH:32][CH:33]=2)=[O:36])=[O:10])[N:12]=1. Procedure: prepared by reaction of ((1S,2S,5R)-2-Aminomethyl-3-aza-bicyclo[3.1.0]hex-3-yl)-(2-methyl-5-m-tolyl-thiazol-4-yl)-methanone with 4-Methyl-3,4-dihydro-2H-benzo[1,4]oxazine-8-carboxylic acid. LC-MS (basic): tR=0.90 min; [M+H]+=503.1.